describe an organic reaction: reactants, conditions, products, and yield From a dataset of the Open Reaction Database (ORD), a public repository of structured organic reaction records. Reactants: C(C)(C)(C)OC(NCCC1=CC=C(C=C1)CBr)=O (tert-butyl{2-[4-(bromomethyl)phenyl]ethyl}carbamate), C(C)(C)N(C(C)C)CC (N,N-diisopropylethylamine), Cl.F[C@@H]1CNCC1 ((3S)-3-fluoropyrrolidine hydrochloride). Run in CN(C)C=O (DMF), C(C)(=O)OCC (Ethyl acetate), CO (methanol), C(C)(=O)OCC (ethyl acetate), C(C)(=O)OCC (ethyl acetate), CCCCCC (hexane). Run at time 22 hour. Product: C(C)(C)(C)OC(NCCC1=CC=C(C=C1)CN1C[C@H](CC1)F)=O (tert-butyl[2-(4-{[(3S)-3-fluoropyrrolidin-1-yl]methyl}phenyl)ethyl]carbamate). Isolated yield 79.0%. RXN SMILES: [C:1]([O:5][C:6](=[O:18])[NH:7][CH2:8][CH2:9][C:10]1[CH:15]=[CH:14][C:13]([CH2:16]Br)=[CH:12][CH:11]=1)([CH3:4])([CH3:3])[CH3:2].C(N(CC)C(C)C)(C)C.Cl.[F:29][C@H:30]1[CH2:34][CH2:33][NH:32][CH2:31]1>CN(C=O)C.CO.C(OCC)(=O)C.CCCCCC>[C:1]([O:5][C:6](=[O:18])[NH:7][CH2:8][CH2:9][C:10]1[CH:15]=[CH:14][C:13]([CH2:16][N:32]2[CH2:33][CH2:34][C@H:30]([F:29])[CH2:31]2)=[CH:12][CH:11]=1)([CH3:4])([CH3:3])[CH3:2] |f:2.3|. Procedure: To a solution of tert-butyl{2-[4-(bromomethyl)phenyl]ethyl}carbamate (450 mg, 1.43 mmol) in DMF (4 ml) were added N,N-diisopropylethylamine (0.749 ml, 4.30 mmol) and (3S)-3-fluoropyrrolidine hydrochloride (180 mg, 1.43 mmol), and the mixture was stirred at room temperature for 22 hr. Ethyl acetate was added to the reaction mixture, and the mixture was washed with aqueous sodium hydrogen carbonate solution and brine. The solvent was evaporated under reduced pressure, and the residue was purified ... The reagents and catalysts are C1=CC=C(C=C1)P(C2=CC=CC=C2)C3=CC=CC=C3.C1=CC=C(C=C1)P(C2=CC=CC=C2)C3=CC=CC=C3.Cl[Pd]Cl (bis(triphenyl-phosphine)palladium (II) chloride). Reaction SMILES: C(COC)OC.[NH2:7][C:8]1[CH:15]=[CH:14][C:13](Br)=[CH:12][C:9]=1[C:10]#[N:11].[F:17][C:18]([F:29])([F:28])[C:19]1[CH:24]=[CH:23][C:22](B(O)O)=[CH:21][CH:20]=1.C(=O)([O-])[O-].[K+].[K+]>C1C=CC(P(C2C=CC=CC=2)C2C=CC=CC=2)=CC=1.C1C=CC(P(C2C=CC=CC=2)C2C=CC=CC=2)=CC=1.Cl[Pd]Cl.O>[NH2:7][C:8]1[CH:15]=[CH:14][C:13]([C:22]2[CH:23]=[CH:24][C:19]([C:18]([F:29])([F:28])[F:17])=[CH:20][CH:21]=2)=[CH:12][C:9]=1[C:10]#[N:11] |f:3.4.5,6.7.8|. Conditions: time 10 minute. Reported procedure: To dimethoxyethane (100 mL) and water (50 mL) was added 2-amino-5-bromo-benzonitrile (8.1 g), 4-trifluoromethyl-phenyl-boronic acid (8.6 g) and potassium carbonate (18.7 g), nitrogen was bobbled through the mixture for 10 minutes. Under a nitrogen atmosphere was bis(triphenyl-phosphine)palladium (II) chloride (0.3 g) added, the reaction mixture was heated at reflux overnight, then cooled to room temperature and added water (150 mL). The mixture was extracted with ethyl acetate, the organic phase... Yields the product NC1=C(C=C(C=C1)C1=CC=C(C=C1)C(F)(F)F)C#N (4-Amino-4′-trifluoromethyl-biphenyl-3-carbonitrile). The reactants are C(OC)COC (dimethoxyethane), NC1=C(C#N)C=C(C=C1)Br (2-amino-5-bromo-benzonitrile), FC(C1=CC=C(C=C1)B(O)O)(F)F (4-trifluoromethyl-phenyl-boronic acid), C([O-])([O-])=O.[K+].[K+] (potassium carbonate). The solvent is O (water), O (water). The reactants are C(#N)C1=C(C=C(C=C1)N([C@@H](C)C(=O)O)CC1CC1)C(F)(F)F (N-[4-cyano-3-(trifluoromethyl)phenyl]-N-(cyclopropylmethyl)alanine), CNC (dimethylamine). Yields the product C(#N)C1=C(C=C(C=C1)N([C@@H](C)C(=O)N(C)C)CC1CC1)C(F)(F)F (N2-[4-Cyano-3-(trifluoromethyl)phenyl]-N2-(cyclopropylmethyl)-N1,N1-dimethylalaninamide). Reaction SMILES: [C:1]([C:3]1[CH:8]=[CH:7][C:6]([N:9]([CH2:15][CH:16]2[CH2:18][CH2:17]2)[C@H:10]([C:12]([OH:14])=O)[CH3:11])=[CH:5][C:4]=1[C:19]([F:22])([F:21])[F:20])#[N:2].[CH3:23][NH:24][CH3:25]>>[C:1]([C:3]1[CH:8]=[CH:7][C:6]([N:9]([CH2:15][CH:16]2[CH2:18][CH2:17]2)[C@H:10]([C:12]([N:24]([CH3:25])[CH3:23])=[O:14])[CH3:11])=[CH:5][C:4]=1[C:19]([F:22])([F:20])[F:21])#[N:2]. Procedure: Synthesized as described in example 3 using N-[4-cyano-3-(trifluoromethyl)phenyl]-N-(cyclopropylmethyl)alanine and dimethylamine: 1H NMR (400 MHz, CDCl3) δ 7.64 (d, J=8.8 Hz, 1H), 7.10 (d, J=2.5 Hz, 1H), 6.95 (dd, J=8.8, 2.6 Hz, 1H), 4.63 (q, J=6.6 Hz, 1H), 3.19 (m, 2H), 2.98 (s, 3H), 2.90 (s, 3H), 1.38 (d, J=6.8 Hz, 3H), 0.93 (m, 1H), 0.57 (m, 2H), 0.26 (m, 2H). Reactants: CC=1C=C(C=CC1)CNC1CCN(CC1)C(=O)OC(C)(C)C (tert-butyl 4-((3-methylphenyl)methyl)amino-piperidine carboxylate), C(C)(C)N(CC)C(C)C (diisopropylethylamine), O (water), COC1=CC=C(C=C1)CC(=O)Cl (4-methoxyphenylacetyl chloride). The solvent is ClCCl (dichloromethane). Run at time 18 hour. Yields the product CC=1C=C(C=CC1)CN(C(CC1=CC=C(C=C1)OC)=O)C1CCN(CC1)C(=O)OC(C)(C)C (N-((3-methylphenyl)methyl)-N-(1-(tert-butyloxycarbonyl)piperidin-4-yl)-4-methoxyphenylacetamide). Reaction SMILES: [CH3:1][C:2]1[CH:3]=[C:4]([CH2:8][NH:9][CH:10]2[CH2:15][CH2:14][N:13]([C:16]([O:18][C:19]([CH3:22])([CH3:21])[CH3:20])=[O:17])[CH2:12][CH2:11]2)[CH:5]=[CH:6][CH:7]=1.C(N(C(C)C)CC)(C)C.[CH3:32][O:33][C:34]1[CH:39]=[CH:38][C:37]([CH2:40][C:41](Cl)=[O:42])=[CH:36][CH:35]=1.O>ClCCl>[CH3:1][C:2]1[CH:3]=[C:4]([CH2:8][N:9]([CH:10]2[CH2:15][CH2:14][N:13]([C:16]([O:18][C:19]([CH3:22])([CH3:21])[CH3:20])=[O:17])[CH2:12][CH2:11]2)[C:41](=[O:42])[CH2:40][C:37]2[CH:38]=[CH:39][C:34]([O:33][CH3:32])=[CH:35][CH:36]=2)[CH:5]=[CH:6][CH:7]=1. Reported procedure: To a solution of commercially available tert-butyl 4-oxo-1-piperidine carboxylate (400 mg, 2 mmol) in methanol (1 ml) and 3-methylbenzylamine (0.125 ml, 1 mmol) in methanol (1 ml) was added acetic acid in methanol (1 M, 1.34 ml) followed by NaCNBH3 in methanol (0.3 M, 4.4 ml). The resulting solution was stirred at room temperature. After 24 h, water (2 ml) was added, and the mixture was stirred for 1 h, before it was concentrated. The resulting oil was redissolved in diethyl ether (20 ml), extra... Reactants: CCO, Cl, FC(F)(F)c1cccc(C2=CCN(CCc3ccc4ccccc4c3)CC2)c1. Yields the product Cl, FC(F)(F)c1cccc(C2=CCN(CCc3ccc4ccccc4c3)CC2)c1. As a reaction SMILES: [CH3:30][CH2:31][OH:32].[ClH:1].[cH:2]1[c:3]([CH2:12][CH2:13][N:14]2[CH2:15][CH2:16][C:17]([c:20]3[cH:21][c:22]([C:26]([F:27])([F:28])[F:29])[cH:23][cH:24][cH:25]3)=[CH:18][CH2:19]2)[cH:4][cH:5][c:6]2[cH:7][cH:8][cH:9][cH:10][c:11]12>>[ClH:1].[cH:2]1[c:3]([CH2:12][CH2:13][N:14]2[CH2:15][CH:16]=[C:17]([c:20]3[cH:21][c:22]([C:26]([F:27])([F:28])[F:29])[cH:23][cH:24][cH:25]3)[CH2:18][CH2:19]2)[cH:4][cH:5][c:6]2[cH:7][cH:8][cH:9][cH:10][c:11]12. Starting materials: ClCCCBr, C1CCOC1, C1CCNCC1. Yields the product ClCCCN1CCCCC1. As a reaction SMILES: [Br:1][CH2:2][CH2:3][CH2:4][Cl:5].[CH2:12]1[O:13][CH2:14][CH2:15][CH2:16]1.[CH2:6]1[CH2:7][CH2:8][NH:9][CH2:10][CH2:11]1>>[CH2:2]([CH2:3][CH2:4][Cl:5])[N:9]1[CH2:8][CH2:7][CH2:6][CH2:11][CH2:10]1.